From a dataset of the Open Reaction Database (ORD), a public repository of structured organic reaction records. describe an organic reaction: reactants, conditions, products, and yield Reactants: NC(=O)Cc1ccc2c(c1)CCc1ccccc1C2=O, O, O=S(=O)(O)O. Yields the product O=C(O)Cc1ccc2c(c1)CCc1ccccc1C2=O. As a reaction SMILES: [O:1]=[C:2]1[c:3]2[c:4]([cH:17][cH:18][cH:19][cH:20]2)[CH2:5][CH2:6][c:7]2[c:8]1[cH:9][cH:10][c:11]([CH2:13][C:14](=[O:15])[NH2:16])[cH:12]2.[OH2:26].[S:21]([OH:22])(=[O:23])(=[O:24])[OH:25]>>[O:1]=[C:2]1[c:3]2[c:4]([cH:17][cH:18][cH:19][cH:20]2)[CH2:5][CH2:6][c:7]2[c:8]1[cH:9][cH:10][c:11]([CH2:13][C:14](=[O:15])[OH:22])[cH:12]2. The reactants are Cc1ccccc1, CC(=O)C(Cl)(Cl)C(=O)Nc1ccccc1, [H][H], [H][H], O. As a reaction SMILES: [CH3:19][c:20]1[cH:21][cH:22][cH:23][cH:24][cH:25]1.[Cl:1][C:2]([C:3](=[O:4])[NH:5][c:6]1[cH:7][cH:8][cH:9][cH:10][cH:11]1)([C:12](=[O:13])[CH3:14])[Cl:15].[H:16][H:17].[H:26][H:27].[OH2:18]>>[CH2:2]([C:3](=[O:4])[NH:5][c:6]1[cH:7][cH:8][cH:9][cH:10][cH:11]1)[C:12](=[O:13])[CH3:14]. The product is CC(=O)CC(=O)Nc1ccccc1.